Dataset: the Open Reaction Database (ORD), a public repository of structured organic reaction records. Task: describe an organic reaction: reactants, conditions, products, and yield Starting materials: CC1(C)CC(OC(=O)c2ccccc2)CC(C)(C)N1O, CCI, CS(C)=O, [H-], [Mg+2], NO, [Na+], O=S(=O)([O-])[O-], C1CCOC1, O. Product: CCON1C(C)(C)CC(OC(=O)c2ccccc2)CC1(C)C. As a reaction SMILES: [C:1]([c:2]1[cH:3][cH:4][cH:5][cH:6][cH:7]1)(=[O:8])[O:9][CH:10]1[CH2:11][C:12]([CH3:19])([CH3:20])[N:13]([OH:18])[C:14]([CH3:16])([CH3:17])[CH2:15]1.[CH2:27]([CH3:28])[I:29].[CH3:34][S:35](=[O:36])[CH3:37].[H-:32].[Mg+2:21].[NH2:30][OH:31].[Na+:33].[O-:22][S:23](=[O:24])(=[O:25])[O-:26].[O:38]1[CH2:39][CH2:40][CH2:41][CH2:42]1.[OH2:43]>>[C:1]([c:2]1[cH:3][cH:4][cH:5][cH:6][cH:7]1)(=[O:8])[O:9][CH:10]1[CH2:11][C:12]([CH3:19])([CH3:20])[N:13]([O:18][CH2:27][CH3:28])[C:14]([CH3:16])([CH3:17])[CH2:15]1. The reactants are OOS(=O)[O-].[K+] (Caroat), S(O)(O)(=O)=O (sulphuric acid), borax, [OH-].[Na+] (sodium hydroxide), C(=O)(OCC)C1(C(C(C(C1)C)=O)C#N)C (3-carboethoxy-2-cyano-3,5-dimethylcyclopentanone). The solvent is O (water), O (water). Reaction conditions: time 3 hour. The product is C(=O)(OCC)C1(C(C(C(C1)C)=O)(O)C#N)C (3-carboethoxy-2-cyano-2-hydroxy-3,5-dimethylcyclopentanone). Isolated yield 100.0%. As a reaction SMILES: [OH-].[Na+].[C:3]([C:8]1([CH3:17])[CH2:12][CH:11]([CH3:13])[C:10](=[O:14])[CH:9]1[C:15]#[N:16])([O:5][CH2:6][CH3:7])=[O:4].[OH:18]OS([O-])=O.[K+].S(=O)(=O)(O)O>O>[C:3]([C:8]1([CH3:17])[CH2:12][CH:11]([CH3:13])[C:10](=[O:14])[C:9]1([C:15]#[N:16])[OH:18])([O:5][CH2:6][CH3:7])=[O:4] |f:0.1,3.4|. Procedure details: 29.5 g (77.5 mmol) of borax and 24.8 g (0.62 mol) of sodium hydroxide are dissolved in 310 ml of water and treated while cooling (17° C.) with 65 g (310 mmol) of 3-carboethoxy-2-cyano-3,5-dimethylcyclopentanone (prepared from ethyl methacrylate and sodium cyanide according to H. Stetter et al, Liebig's Annalen d. Chem. 1979, 944-949). 132.2 g (403 mmol) of Caroat dissolved in 428 ml of water are added dropwise at 13° C. to 19° C. within 25 minutes and the mixture is stirred at room temperature f... Reactants: O1C2C(CC(C21)O[Si](C)(C)C(C)(C)C)=O (2,3-epoxy-4(RS)-t-butyl-dimethylsilyloxycyclopentan-1-one), CC(C(=O)OC)(CCCCS)C (methyl 2,2-dimethyl-6-mercaptohexanoate). Solvent: CO (methanol). Run at time 3 hour. Product: C(C)(C)(C)C1C(=C(C(C1)=O)SCCCCC(C)(C)C(=O)OC)O[SiH](C)C (4(RS)-t-butyldi-methylsilyloxy-2-(5-methoxycarbonyl-5,5-dimethylpentylthio)-2-cyclopentenone). The yield is 128.5%. As a reaction SMILES: O1[CH:6]2[CH:2]1[C:3](=[O:15])[CH2:4][CH:5]2[O:7][Si:8]([C:11](C)(C)C)([CH3:10])C.[CH3:16][C:17]([CH3:27])([CH2:22][CH2:23][CH2:24][CH2:25][SH:26])[C:18]([O:20][CH3:21])=[O:19]>CO>[C:17]([CH:6]1[CH2:2][C:3](=[O:15])[C:4]([S:26][CH2:25][CH2:24][CH2:23][CH2:22][C:17]([C:18]([O:20][CH3:21])=[O:19])([CH3:27])[CH3:16])=[C:5]1[O:7][SiH:8]([CH3:10])[CH3:11])([CH3:22])([CH3:18])[CH3:16]. Procedure details: 1.21 g (5.3 mmoles) of 2,3-epoxy-4(RS)-t-butyl-dimethylsilyloxycyclopentan-1-one was dissolved in 2.5 ml of methanol and then under cooling, 1.0 g (5.3 mmoles) of methyl 2,2-dimethyl-6-mercaptohexanoate was added. The mixture was stirred for 3 hours. After stirring, the solvent was removed by evaporation, and after adding water, the residue was extracted with ether. The extract was washed with a saturated aqueous solution of sodium chloride, dried over anhydrous magnesium sulfate and concentrate... Starting materials: Cc1cc(C)c2oc(Nc3ccc(B4OC(C)(C)C(C)(C)O4)cc3F)nc2c1, CN1CCN(C2CCC(n3nc(I)c4c(N)ncnc43)CC2)CC1, CN1CCN(C2CCC(n3nc(-c4ccc(Nc5nc6ccccc6o5)c(F)c4)c4c(N)ncnc43)CC2)CC1. The product is Cc1cc(C)c2oc(Nc3ccc(-c4nn(C5CCC(N6CCN(C)CC6)CC5)c5ncnc(N)c45)cc3F)nc2c1. RXN SMILES: [F:25][c:26]1[c:27]([NH:41][c:42]2[o:43][c:44]3[c:45]([n:46]2)[cH:47][c:48]([CH3:52])[cH:49][c:50]3[CH3:51])[cH:28][cH:29][c:30]([B:32]2[O:33][C:34]([CH3:35])([CH3:36])[C:37]([CH3:38])([CH3:39])[O:40]2)[cH:31]1.[I:1][c:2]1[n:3][n:4]([CH:12]2[CH2:13][CH2:14][CH:15]([N:18]3[CH2:19][CH2:20][N:21]([CH3:24])[CH2:22][CH2:23]3)[CH2:16][CH2:17]2)[c:5]2[n:6][cH:7][n:8][c:9]([NH2:11])[c:10]12.[NH2:53][c:54]1[n:55][cH:56][n:57][c:58]2[n:59]([CH:60]3[CH2:61][CH2:62][CH:63]([N:64]4[CH2:65][CH2:66][N:67]([CH3:68])[CH2:69][CH2:70]4)[CH2:71][CH2:72]3)[n:73][c:74](-[c:75]3[cH:76][cH:77][c:78]([NH:79][c:80]4[o:81][c:82]5[cH:83][cH:84][cH:85][cH:86][c:87]5[n:88]4)[c:89]([F:90])[cH:91]3)[c:92]12>>[c:2]1(-[c:30]2[cH:29][cH:28][c:27]([NH:41][c:42]3[o:43][c:44]4[c:45]([n:46]3)[cH:47][c:48]([CH3:52])[cH:49][c:50]4[CH3:51])[c:26]([F:25])[cH:31]2)[n:3][n:4]([CH:12]2[CH2:13][CH2:14][CH:15]([N:18]3[CH2:19][CH2:20][N:21]([CH3:24])[CH2:22][CH2:23]3)[CH2:16][CH2:17]2)[c:5]2[n:6][cH:7][n:8][c:9]([NH2:11])[c:10]12. Starting materials: COC1=CC=C(C=C1)N1C(=C(C(=C1C)C(=O)OC)C(=O)OC)C (dimethyl N-(4-methoxyphenyl)-2,5-dimethylpyrrole-3,4-dicarboxylate), [H-].[Al+3].[Li+].[H-].[H-].[H-] (lithium aluminum hydride), O (water), [H-] (hydride). Solvent: ClCCl (dichloromethane), CCOCC (ether), CCOCC (ether). The product is COC1=CC=C(C=C1)N1C(=C(C(=C1C)CO)CO)C (N-(4-methoxyphenyl)-2,5-dimethyl-3,4-bis(hydroxymethyl)pyrrole). Yield: 91.0%. Reaction SMILES: [CH3:1][O:2][C:3]1[CH:8]=[CH:7][C:6]([N:9]2[C:13]([CH3:14])=[C:12]([C:15](OC)=[O:16])[C:11]([C:19](OC)=[O:20])=[C:10]2[CH3:23])=[CH:5][CH:4]=1.[H-].[Al+3].[Li+].[H-].[H-].[H-].[H-].O>ClCCl.CCOCC>[CH3:1][O:2][C:3]1[CH:8]=[CH:7][C:6]([N:9]2[C:13]([CH3:14])=[C:12]([CH2:15][OH:16])[C:11]([CH2:19][OH:20])=[C:10]2[CH3:23])=[CH:5][CH:4]=1 |f:1.2.3.4.5.6|. Reported procedure: A solution of dimethyl N-(4-methoxyphenyl)-2,5-dimethylpyrrole-3,4-dicarboxylate (0.04 mol) in dry dichloromethane (50 mL) was added dropwise over a 15-min period to a mechanically stirred mixture of lithium aluminum hydride (3.4 g, 0.08 mol) in anhydrous ether (100 mL) heated under reflux (50°-55° C. bath). The stirred mixture was heated under reflux for 1 h after the addition was complete and then cooled in an ice bath. The excess hydride was carefully decomposed with small additions of wet et... The reactants are C(C)N1C=NC(=C1C1=CC2=C(N=CN=C2SC)S1)C1=CC=CC=C1 (6-(1-ethyl-4-phenyl-1H-imidazol-5-yl)-4-(methylthio)thieno[2,3-d]pyrimidine), C1(CC1)N (cyclopropylamine), Solid. Procedure: The title compound was prepared by a similar process to that described for Intermediate 70 but using cyclopropylamine in place of ethylamine. Solid (25 mg, 14%) (contains 30% of 1-cyclopropyl-4,5-phenyl-1H-imidazole); RXN SMILES: [CH2:1]([N:3]1[C:7]([C:8]2[S:18][C:11]3[N:12]=[CH:13][N:14]=[C:15]([S:16][CH3:17])[C:10]=3[CH:9]=2)=[C:6]([C:19]2[CH:24]=[CH:23][CH:22]=[CH:21][CH:20]=2)[N:5]=[CH:4]1)[CH3:2].[CH:25]1(N)CC1>>[CH:1]1([N:3]2[C:7]([C:8]3[S:18][C:11]4[N:12]=[CH:13][N:14]=[C:15]([S:16][CH3:17])[C:10]=4[CH:9]=3)=[C:6]([C:19]3[CH:24]=[CH:23][CH:22]=[CH:21][CH:20]=3)[N:5]=[CH:4]2)[CH2:25][CH2:2]1. Product: C1(CC1)N1C=NC(=C1C1=CC2=C(N=CN=C2SC)S1)C1=CC=CC=C1 (6-(1-Cyclopropyl-4-phenyl-1H-imidazol-5-yl)-4-(methylthio)thieno[2,3-d]pyrimidine).